From a dataset of the Open Reaction Database (ORD), a public repository of structured organic reaction records. describe an organic reaction: reactants, conditions, products, and yield Reactants: Cl.C(C1=CC=CC=C1)(C1=CC=CC=C1)[C@@H]1CNCC[C@@H]1OCC1=CC(=CC(=C1)C(F)(F)F)C(F)(F)F (cis-3-Benzhydryl-4-[[3,5-bis(trifluoromethyl)benzyl]oxy]piperidine hydrochloride), O (water), C(C)(=O)O (acetic acid), CCN=C=NCCCN(C)C.Cl (WSC.HCl). Solvent: CN(C)C=O (DMF), CCN(CC)CC (Et3N). Conditions: time 24 hour. The product is C(C)(=O)N1C[C@H]([C@H](CC1)OCC1=CC(=CC(=C1)C(F)(F)F)C(F)(F)F)C(C1=CC=CC=C1)C1=CC=CC=C1 (cis-1-Acetyl-3-benzhydryl-4-[[3,5-bis(trifluoromethyl)benzyl]oxy]piperidine). Reaction SMILES: Cl.[CH:2]([C@H:15]1[C@@H:20]([O:21][CH2:22][C:23]2[CH:28]=[C:27]([C:29]([F:32])([F:31])[F:30])[CH:26]=[C:25]([C:33]([F:36])([F:35])[F:34])[CH:24]=2)[CH2:19][CH2:18][NH:17][CH2:16]1)([C:9]1[CH:14]=[CH:13][CH:12]=[CH:11][CH:10]=1)[C:3]1[CH:8]=[CH:7][CH:6]=[CH:5][CH:4]=1.[C:37](O)(=[O:39])[CH3:38].CCN=C=NCCCN(C)C.Cl.O>CN(C=O)C.CCN(CC)CC>[C:37]([N:17]1[CH2:18][CH2:19][C@H:20]([O:21][CH2:22][C:23]2[CH:28]=[C:27]([C:29]([F:30])([F:31])[F:32])[CH:26]=[C:25]([C:33]([F:36])([F:34])[F:35])[CH:24]=2)[C@H:15]([CH:2]([C:9]2[CH:14]=[CH:13][CH:12]=[CH:11][CH:10]=2)[C:3]2[CH:4]=[CH:5][CH:6]=[CH:7][CH:8]=2)[CH2:16]1)(=[O:39])[CH3:38] |f:0.1,3.4|. Reported procedure: To a solution of the compound (31.8 mg) obtained in Example 25 in DMF (2.0 ml), Et3N (8.4 μl) was added, acetic acid (6.9 μl) and WSC.HCl (23 mg) were added thereto and the reaction mixture was stirred at room temperature for 24 hours. The reaction mixture was poured into water, and then the product was extracted with ethyl acetate. The organic layer was washed with an aqueous 10% citric acid solution and saturated brine, and dried, and the solvent was evaporated under reduced pressure, and then... Procedure: Prepared by Procedure A and Scheme AN using N-(3-{1-[3-(4-bromophenyl)-3-hydroxypropyl]-4-piperidinyl}phenyl)-2-methylpropanamide and 4-methoxyphenol: ESMS m/e: 565.0 (M+H)+. Reaction SMILES: [Br:1][C:2]1[CH:7]=[CH:6][C:5]([CH:8]([OH:29])[CH2:9][CH2:10][N:11]2[CH2:16][CH2:15][CH:14]([C:17]3[CH:18]=[C:19]([NH:23][C:24](=[O:28])[CH:25]([CH3:27])[CH3:26])[CH:20]=[CH:21][CH:22]=3)[CH2:13][CH2:12]2)=[CH:4][CH:3]=1.[CH3:30][O:31][C:32]1[CH:37]=[CH:36][C:35](O)=[CH:34][CH:33]=1>>[Br:1][C:2]1[CH:3]=[CH:4][C:5]([CH:8]([O:29][C:35]2[CH:36]=[CH:37][C:32]([O:31][CH3:30])=[CH:33][CH:34]=2)[CH2:9][CH2:10][N:11]2[CH2:16][CH2:15][CH:14]([C:17]3[CH:18]=[C:19]([NH:23][C:24](=[O:28])[CH:25]([CH3:26])[CH3:27])[CH:20]=[CH:21][CH:22]=3)[CH2:13][CH2:12]2)=[CH:6][CH:7]=1. The product is BrC1=CC=C(C=C1)C(CCN1CCC(CC1)C=1C=C(C=CC1)NC(C(C)C)=O)OC1=CC=C(C=C1)OC (N-(3-{1-[3-(4-BROMOPHENYL)-3-(4-METHOXYPHENOXY)PROPYL]-4-PIPERIDINYL}PHENYL)-2-METHYLPROPANAMIDE). Reactants: BrC1=CC=C(C=C1)C(CCN1CCC(CC1)C=1C=C(C=CC1)NC(C(C)C)=O)O (N-(3-{1-[3-(4-bromophenyl)-3-hydroxypropyl]-4-piperidinyl}phenyl)-2-methylpropanamide), COC1=CC=C(C=C1)O (4-methoxyphenol). The reactants are CCN=C=NCCCN(C)C, ClCCl, Cl, Cl, Fc1ccc2c(c1)CNC2, O=C(O)CN1CCCC(c2ccccc2)C1=O. Product: O=C(CN1CCCC(c2ccccc2)C1=O)N1Cc2ccc(F)cc2C1. Reaction SMILES: [CH2:29]([N:30]=[C:31]=[N:32][CH2:33][CH2:34][CH2:35][N:36]([CH3:37])[CH3:38])[CH3:39].[Cl:41][CH2:42][Cl:43].[ClH:18].[ClH:40].[F:19][c:20]1[cH:21][c:22]2[c:26]([cH:27][cH:28]1)[CH2:25][NH:24][CH2:23]2.[O:1]=[C:2]1[N:3]([CH2:14][C:15](=[O:16])[OH:17])[CH2:4][CH2:5][CH2:6][CH:7]1[c:8]1[cH:9][cH:10][cH:11][cH:12][cH:13]1>>[O:1]=[C:2]1[N:3]([CH2:14][C:15](=[O:17])[N:24]2[CH2:23][c:22]3[cH:21][c:20]([F:19])[cH:28][cH:27][c:26]3[CH2:25]2)[CH2:4][CH2:5][CH2:6][CH:7]1[c:8]1[cH:9][cH:10][cH:11][cH:12][cH:13]1. The reactants are [BH4-].[Na+] (Sodium borohydride), [N+](=O)([O-])C=1C=C(C=CC1[N+](=O)[O-])C(=O)N1CCOCC1 ((3,4-Dinitrophenyl)-morpholin-4-yl-methanone), O1CCCC1 (tetrahydrofuran), B(F)(F)F.CCOCC (Borontrifluoride etherate). The solvent is CCOCC (ether), CO (Methanol). Conditions: temperature 2.5 celsius, time 22.5 minute. Product: [N+](=O)([O-])C=1C=C(CN2CCOCC2)C=CC1[N+](=O)[O-] (4-(3,4-dinitro-benzyl)-morpholine). The yield is 98.4%. As a reaction SMILES: [N+:1]([C:4]1[CH:5]=[C:6]([C:13]([N:15]2[CH2:20][CH2:19][O:18][CH2:17][CH2:16]2)=O)[CH:7]=[CH:8][C:9]=1[N+:10]([O-:12])=[O:11])([O-:3])=[O:2].O1CCCC1.B(F)(F)F.CCOCC.[BH4-].[Na+]>CCOCC.CO>[N+:1]([C:4]1[CH:5]=[C:6]([CH:7]=[CH:8][C:9]=1[N+:10]([O-:12])=[O:11])[CH2:13][N:15]1[CH2:20][CH2:19][O:18][CH2:17][CH2:16]1)([O-:3])=[O:2] |f:2.3,4.5|. Procedure: (3,4-Dinitrophenyl)-morpholin-4-yl-methanone (0.750 Kg, 2.67 mol, 1.0 wt) and tetrahydrofuran (7.50 L, 10.0 vol) were charged to a flask under nitrogen and cooled to 0 to 5° C. Borontrifluoride etherate (0.713 L, 5.63 mol, 0.95 vol) was added at 0 to 5° C. and the suspension was stirred at this temperature for 15 to 30 minutes. Sodium borohydride (0.212 Kg, 5.60 mol, 0.282 wt) was added in 6 equal portions over 90 to 120 minutes. (A delayed exotherm was noted 10 to 15 minutes after addition of t... The reactants are N1C(=CC=2CCCCC12)C=O (4,5,6,7-tetrahydroindole-2-carboxaldehyde), CC1=CNC=2CCC(C(C12)=O)(C)C (3,5,5-trimethyl-4-oxo-4,5,6,7-tetrahydroindole), [H-].[Al+3].[Li+].[H-].[H-].[H-] (lithium aluminum hydride). Solvent: C1CCOC1 (THF). Product: CC=1NC=2CCC(CC2C1)(C)C (2,5,5-trimethyl-4,5,6,7-tetrahydroindole). Yield: 98.0%. As a reaction SMILES: N1C2CCCCC=2C=[C:2]1C=O.C[C:13]1[C:21]2[C:20](=O)[C:19]([CH3:24])([CH3:23])[CH2:18][CH2:17][C:16]=2[NH:15][CH:14]=1.[H-].[Al+3].[Li+].[H-].[H-].[H-]>C1COCC1>[CH3:2][C:14]1[NH:15][C:16]2[CH2:17][CH2:18][C:19]([CH3:23])([CH3:24])[CH2:20][C:21]=2[CH:13]=1 |f:2.3.4.5.6.7|. Procedure: Using a procedure closely analogous to the preparation of 4,5,6,7-tetrahydroindole-2-carboxaldehyde, 3,5,5-trimethyl-4-oxo-4,5,6,7-tetrahydroindole 1.65 g (9.31 mmol) was reduced by 36-hour reflux with lithium aluminum hydride 2.0 g in anh. THF (100 mL) to provide 1.50 g (98%) of 2,5,5-trimethyl-4,5,6,7-tetrahydroindole (light tan crystalline solid) that was formylated with a mixture of anhydrous DMF 20 mL and POCl3 1.5 mL to provide the title aldehyde product 1.669 g (93% overall) as a tan soli...